Dataset: the Open Reaction Database (ORD), a public repository of structured organic reaction records. Task: describe an organic reaction: reactants, conditions, products, and yield Starting materials: CN1CCc2nc(Nc3cc(Br)cn(C)c3=O)ccc2C1, CC(=O)OCc1c(B2OC(C)(C)C(C)(C)O2)cc(F)cc1N1CCn2c(cc3c2CC(C)(C)C3)C1=O, O=C([O-])[O-], COCCOC, [Na+], [Na+], c1ccc(P(c2ccccc2)(c2ccccc2)[Pd](P(c2ccccc2)(c2ccccc2)c2ccccc2)(P(c2ccccc2)(c2ccccc2)c2ccccc2)P(c2ccccc2)(c2ccccc2)c2ccccc2)cc1. Product: CC(=O)OCc1c(-c2cc(Nc3ccc4c(n3)CCN(C)C4)c(=O)n(C)c2)cc(F)cc1N1CCn2c(cc3c2CC(C)(C)C3)C1=O. RXN SMILES: [Br:1][c:2]1[cH:3][c:4]([NH:10][c:11]2[n:12][c:13]3[c:18]([cH:19][cH:20]2)[CH2:17][N:16]([CH3:21])[CH2:15][CH2:14]3)[c:5](=[O:9])[n:6]([CH3:8])[cH:7]1.[C:22]([CH3:23])(=[O:24])[O:25][CH2:26][c:27]1[c:28]([B:49]2[O:50][C:51]([CH3:52])([CH3:53])[C:54]([CH3:55])([CH3:56])[O:57]2)[cH:29][c:30]([F:48])[cH:31][c:32]1[N:33]1[C:34](=[O:47])[c:35]2[cH:36][c:37]3[c:41]([n:42]2[CH2:43][CH2:44]1)[CH2:40][C:39]([CH3:45])([CH3:46])[CH2:38]3.[C:58](=[O:59])([O-:60])[O-:61].[CH3:64][O:65][CH2:66][CH2:67][O:68][CH3:69].[Na+:62].[Na+:63].[cH:70]1[cH:71][cH:72][c:73]([P:74]([Pd:75]([P:76]([c:77]2[cH:78][cH:79][cH:80][cH:81][cH:82]2)([c:83]2[cH:84][cH:85][cH:86][cH:87][cH:88]2)[c:89]2[cH:90][cH:91][cH:92][cH:93][cH:94]2)([P:95]([c:96]2[cH:97][cH:98][cH:99][cH:100][cH:101]2)([c:102]2[cH:103][cH:104][cH:105][cH:106][cH:107]2)[c:108]2[cH:109][cH:110][cH:111][cH:112][cH:113]2)[P:114]([c:115]2[cH:116][cH:117][cH:118][cH:119][cH:120]2)([c:121]2[cH:122][cH:123][cH:124][cH:125][cH:126]2)[c:127]2[cH:128][cH:129][cH:130][cH:131][cH:132]2)([c:133]2[cH:134][cH:135][cH:136][cH:137][cH:138]2)[c:139]2[cH:140][cH:141][cH:142][cH:143][cH:144]2)[cH:145][cH:146]1>>[c:2]1(-[c:28]2[c:27]([CH2:26][O:25][C:22]([CH3:23])=[O:24])[c:32]([N:33]3[C:34](=[O:47])[c:35]4[cH:36][c:37]5[c:41]([n:42]4[CH2:43][CH2:44]3)[CH2:40][C:39]([CH3:45])([CH3:46])[CH2:38]5)[cH:31][c:30]([F:48])[cH:29]2)[cH:3][c:4]([NH:10][c:11]2[n:12][c:13]3[c:18]([cH:19][cH:20]2)[CH2:17][N:16]([CH3:21])[CH2:15][CH2:14]3)[c:5](=[O:9])[n:6]([CH3:8])[cH:7]1. The reactants are Brc1cnc2ccccc2c1, [Li]CCCC, CCOCC, N#CC1(c2ccc(Cl)cc2)CC1, O. The product is O=C(c1cnc2ccccc2c1)C1(c2ccc(Cl)cc2)CC1. As a reaction SMILES: [Br:6][c:7]1[cH:8][n:9][c:10]2[cH:11][cH:12][cH:13][cH:14][c:15]2[cH:16]1.[CH2:1]([Li:2])[CH2:3][CH2:4][CH3:5].[CH3:30][CH2:31][O:32][CH2:33][CH3:34].[Cl:17][c:18]1[cH:19][cH:20][c:21]([C:24]2([C:27]#[N:28])[CH2:25][CH2:26]2)[cH:22][cH:23]1.[OH2:29]>>[c:7]1([C:27]([C:24]2([c:21]3[cH:20][cH:19][c:18]([Cl:17])[cH:23][cH:22]3)[CH2:25][CH2:26]2)=[O:29])[cH:8][n:9][c:10]2[cH:11][cH:12][cH:13][cH:14][c:15]2[cH:16]1. Starting materials: NCC(C1=CC(=CC=C1)C(F)(F)F)NC(OC(C)(C)C)=O (tert-Butyl {2-amino-1-[3-(trifluoromethyl)phenyl]ethyl}carbamate), C(C)N=C=O (ethyl isocyanate). The solvent is ClCCl (dichloromethane). Reaction conditions: time 1 hour. Product: C(C)NC(=O)NCC(C1=CC(=CC=C1)C(F)(F)F)NC(OC(C)(C)C)=O (tert-Butyl {2-[(ethylcarbamoyl)amino]-1-[3-(trifluoromethyl)phenyl]ethyl}carbamate). As a reaction SMILES: [NH2:1][CH2:2][CH:3]([NH:14][C:15](=[O:21])[O:16][C:17]([CH3:20])([CH3:19])[CH3:18])[C:4]1[CH:9]=[CH:8][CH:7]=[C:6]([C:10]([F:13])([F:12])[F:11])[CH:5]=1.[CH2:22]([N:24]=[C:25]=[O:26])[CH3:23]>ClCCl>[CH2:22]([NH:24][C:25]([NH:1][CH2:2][CH:3]([NH:14][C:15](=[O:21])[O:16][C:17]([CH3:18])([CH3:20])[CH3:19])[C:4]1[CH:9]=[CH:8][CH:7]=[C:6]([C:10]([F:13])([F:12])[F:11])[CH:5]=1)=[O:26])[CH3:23]. Procedure: A solution of 500 mg (1.64 mmol) of the compound from Example 101A in 15 ml of dichloromethane was admixed at 0° C. with 260 μl (3.29 mmol) of ethyl isocyanate. The ice bath was removed and the reaction mixture was stirred for a further 1 h. Then all of the volatile constituents were removed on a rotary evaporator. The residue was purified by preparative HPLC [Method 23]. The product fraction was freed from the solvent on a rotary evaporator. Drying of the residue in an HV gave 546 mg (89% of th... Starting materials: E9, ClC1=C(C#N)C=C(C=C1)OC1=C(C=C(C=C1)CO)F (2-chloro-5-(2-fluoro-4-(hydroxymethyl)phenoxy)benzonitrile), ClC=1C=C2N(C(N1)=O)C[C@@H](N2C)C ((S)-7-chloro-1,2-dimethyl-2,3-dihydroimidazo[1,2-c]pyrimidin-5(1H)-one). Product: ClC1=C(C#N)C=C(C=C1)OC1=C(C=C(C=C1)COC=1C=C2N(C(N1)=O)C[C@@H](N2C)C)F ((S)-2-chloro-5-(4-(((1,2-dimethyl-5-oxo-1,2,3,5-tetrahydroimidazo[1,2-c]pyrimidin-7-yl)oxy)methyl)-2-fluorophenoxy)benzonitrile). Reaction SMILES: [Cl:1][C:2]1[CH:9]=[CH:8][C:7]([O:10][C:11]2[CH:16]=[CH:15][C:14]([CH2:17][OH:18])=[CH:13][C:12]=2[F:19])=[CH:6][C:3]=1[C:4]#[N:5].Cl[C:21]1[CH:22]=[C:23]2[N:30]([CH3:31])[C@@H:29]([CH3:32])[CH2:28][N:24]2[C:25](=[O:27])[N:26]=1>>[Cl:1][C:2]1[CH:9]=[CH:8][C:7]([O:10][C:11]2[CH:16]=[CH:15][C:14]([CH2:17][O:18][C:21]3[CH:22]=[C:23]4[N:30]([CH3:31])[C@@H:29]([CH3:32])[CH2:28][N:24]4[C:25](=[O:27])[N:26]=3)=[CH:13][C:12]=2[F:19])=[CH:6][C:3]=1[C:4]#[N:5]. Procedure details: The title compound was prepared by a procedure similar to that described for E9 starting from 2-chloro-5-(2-fluoro-4-(hydroxymethyl)phenoxy)benzonitrile and (S)-7-chloro-1,2-dimethyl-2,3-dihydroimidazo[1,2-c]pyrimidin-5(1H)-one. Procedure: A solution of 4-amino-3-nitrotoluene (30.4 g) in acetic acid (250 ml) was refluxed with iodine monochloride (65.0 g) for 7 h with stirring, then was cooled and added to excess water. The precipitate was filtered off, washed with aqueous sodium sulfite and after column chromatography yielded 4-amino-3-iodo-5-nitrotoluene (14.2 g). δ (360 MHz, DMSO-d6) 2.19 (3H, s, CH3), 6.88 (2H, bs, NH2), 7.88 (1H, d, 2-H) and 7.94 (1H, d, 6-H). Solvent: C(C)(=O)O (acetic acid). Reactants: NC1=C(C=C(C=C1)C)[N+](=O)[O-] (4-amino-3-nitrotoluene), ICl (iodine monochloride), O (water). As a reaction SMILES: [NH2:1][C:2]1[CH:7]=[CH:6][C:5]([CH3:8])=[CH:4][C:3]=1[N+:9]([O-:11])=[O:10].[I:12]Cl.O>C(O)(=O)C>[NH2:1][C:2]1[C:3]([N+:9]([O-:11])=[O:10])=[CH:4][C:5]([CH3:8])=[CH:6][C:7]=1[I:12]. Isolated yield 25.6%. Yields the product NC1=C(C=C(C=C1[N+](=O)[O-])C)I (4-amino-3-iodo-5-nitrotoluene). Reactants: C(C)(=O)OC1=C(C=C(C=C1C(C)(C)C)CCCOC1OCCCC1)C(C)(C)C (3-(4-acetoxy-3,5-di-tert-butylphenyl)-l-(tetrahydropyran-2-yloxy)propane). The solvent is CO (methanol). Product: C(C)(=O)OC1=C(C=C(C=C1C(C)(C)C)CCCO)C(C)(C)C (3-(4-acetoxy-3,5-di-tert-butylphenyl)propanol). The yield is 60.8%. As a reaction SMILES: [C:1]([O:4][C:5]1[C:10]([C:11]([CH3:14])([CH3:13])[CH3:12])=[CH:9][C:8]([CH2:15][CH2:16][CH2:17][O:18]C2CCCCO2)=[CH:7][C:6]=1[C:25]([CH3:28])([CH3:27])[CH3:26])(=[O:3])[CH3:2]>CO>[C:1]([O:4][C:5]1[C:6]([C:25]([CH3:26])([CH3:27])[CH3:28])=[CH:7][C:8]([CH2:15][CH2:16][CH2:17][OH:18])=[CH:9][C:10]=1[C:11]([CH3:14])([CH3:13])[CH3:12])(=[O:3])[CH3:2]. Procedure details: A solution of 14.6 g (37.38 mmol) of 3-(4-acetoxy-3,5-di-tert-butylphenyl)-l-(tetrahydropyran-2-yloxy)propane in 80 ml of anhydrous methanol is stirred together with 1 g of amberlyst 15 (H+ -form) for 2 hours at 45° C. and maintained at room temperature overnight. After dilution of the suspension with 100 ml of methanol, the catalyst is removed by filtration and the filtrate evaporated at reduced pressure leaving 11.53 g of crude product, which is purified by flashchromatography over silica gel ... Reported procedure: Under a nitrogen atmosphere, ammonium hydroxide (2 mL) was slowly added to 3-[1-(4-carbamoyl-2-methylphenyl)-5-(4-phenoxycarbonylaminophenyl)-1H-pyrrol-2-yl]-propionic acid ethyl ester (13B) (66 mg, 0.13 mmol). Dimethylsulfoxide (1 mL) was slowly added. The reaction was then heated to 85° C. for 24 hrs. After cooling, the reaction was diluted with water and extracted with ethyl acetate. The combined organic layers were dried over Na2SO4, filtered and concentrated in vacuo. The crude material was... As a reaction SMILES: [OH-].[NH4+:2].[CH2:3]([O:5][C:6](=[O:40])[CH2:7][CH2:8][C:9]1[N:10]([C:30]2[CH:35]=[CH:34][C:33]([C:36](=[O:38])[NH2:37])=[CH:32][C:31]=2[CH3:39])[C:11]([C:14]2[CH:19]=[CH:18][C:17]([NH:20][C:21]([O:23]C3C=CC=CC=3)=O)=[CH:16][CH:15]=2)=[CH:12][CH:13]=1)[CH3:4].CS(C)=O>O>[CH2:3]([O:5][C:6](=[O:40])[CH2:7][CH2:8][C:9]1[N:10]([C:30]2[CH:35]=[CH:34][C:33]([C:36](=[O:38])[NH2:37])=[CH:32][C:31]=2[CH3:39])[C:11]([C:14]2[CH:19]=[CH:18][C:17]([NH:20][C:21]([NH2:2])=[O:23])=[CH:16][CH:15]=2)=[CH:12][CH:13]=1)[CH3:4] |f:0.1|. Yields the product C(C)OC(CCC=1N(C(=CC1)C1=CC=C(C=C1)NC(=O)N)C1=C(C=C(C=C1)C(N)=O)C)=O (3-[1-(4-carbamoyl-2-methylphenyl)-5-(4-ureidophenyl)-1H-pyrrol-2-yl]-propionic acid ethyl ester). Reaction conditions: temperature 85 celsius. The solvent is O (water). Reactants: [OH-].[NH4+] (ammonium hydroxide), C(C)OC(CCC=1N(C(=CC1)C1=CC=C(C=C1)NC(=O)OC1=CC=CC=C1)C1=C(C=C(C=C1)C(N)=O)C)=O (3-[1-(4-carbamoyl-2-methylphenyl)-5-(4-phenoxycarbonylaminophenyl)-1H-pyrrol-2-yl]-propionic acid ethyl ester), CS(=O)C (Dimethylsulfoxide). Isolated yield 35.0%.